From a dataset of the Open Reaction Database (ORD), a public repository of structured organic reaction records. describe an organic reaction: reactants, conditions, products, and yield Starting materials: C(C1=CC=CC=C1)N1C(=C(C2=CC=C(C=C12)C(=O)NN)C(=O)NCC1=CC(=C(C=C1)F)F)C(C)C (1-benzyl-N-(3,4-difluorobenzyl)-6-(hydrazinecarbonyl)-2-isopropyl-1H-indole-3-carboxamide), C(C1=CC=CC=C1)N1C(=C(C2=CC=C(C=C12)C(=O)NN)C(=O)NCC1=CC(=C(C=C1)F)F)C(C)C (1-benzyl-N-(3,4-difluorobenzyl)-6-(hydrazinecarbonyl)-2-isopropyl-1H-indole-3-carboxamide), C(OCC)(OCC)OCC (triethyl orthoformate). Yields the product C(C1=CC=CC=C1)N1C(=C(C2=CC=C(C=C12)C=1OC=NN1)C(=O)NCC1=CC(=C(C=C1)F)F)C(C)C (1-Benzyl-N-(3,4-difluorobenzyl)-2-isopropyl-6-(1,3,4-oxadiazol-2-yl)-1H-indole-3-carboxamide). Reaction SMILES: [CH2:1]([N:8]1[C:16]2[C:11](=[CH:12][CH:13]=[C:14]([C:17]([NH:19][NH2:20])=[O:18])[CH:15]=2)[C:10]([C:21]([NH:23][CH2:24][C:25]2[CH:30]=[CH:29][C:28]([F:31])=[C:27]([F:32])[CH:26]=2)=[O:22])=[C:9]1[CH:33]([CH3:35])[CH3:34])[C:2]1[CH:7]=[CH:6][CH:5]=[CH:4][CH:3]=1.[CH:36](OCC)(OCC)OCC>>[CH2:1]([N:8]1[C:16]2[C:11](=[CH:12][CH:13]=[C:14]([C:17]3[O:18][CH:36]=[N:20][N:19]=3)[CH:15]=2)[C:10]([C:21]([NH:23][CH2:24][C:25]2[CH:30]=[CH:29][C:28]([F:31])=[C:27]([F:32])[CH:26]=2)=[O:22])=[C:9]1[CH:33]([CH3:35])[CH3:34])[C:2]1[CH:7]=[CH:6][CH:5]=[CH:4][CH:3]=1. Reported procedure: 1-benzyl-N-(3,4-difluorobenzyl)-6-(hydrazinecarbonyl)-2-isopropyl-1H-indole-3-carboxamide (Compound 88, 21 mg, 0.044 mmol) in triethyl orthoformate (5 ml) was heated to 145° C. for 5 h, then concentrated in vacuo. The residue was purified by chromatography on silica gel (0→55% EtOAc-hexanes) to yield the title compound as a white solid. The reactants are CN(C(\C=C\C=1N=C(N(C1)S(=O)(=O)C1=CC=C(C=C1)C)C)=O)C ((E)-N,N-dimethyl-3-[2-methyl-1-(4-methylbenzenesulphonyl)-1H-imidazol-4-yl]-2-propenamide). The solvent is N1=CC=CC=C1 (pyridine), C(C)(=O)OC(C)=O (acetic anhydride). Conditions: time 1 hour. The product is CN(C(\C=C\C=1N=C(NC1)C)=O)C ((E)-N,N-Dimethyl-3-(2-methyl-1H-imidazol-4-yl)-2-propenamide). The yield is 63.3%. RXN SMILES: [CH3:1][N:2]([CH3:23])[C:3](=[O:22])/[CH:4]=[CH:5]/[C:6]1[N:7]=[C:8]([CH3:21])[N:9](S(C2C=CC(C)=CC=2)(=O)=O)[CH:10]=1>N1C=CC=CC=1.C(OC(=O)C)(=O)C>[CH3:23][N:2]([CH3:1])[C:3](=[O:22])/[CH:4]=[CH:5]/[C:6]1[N:7]=[C:8]([CH3:21])[NH:9][CH:10]=1. Procedure: A solution of (E)-N,N-dimethyl-3-[2-methyl-1-(4-methylbenzenesulphonyl)-1H-imidazol-4-yl]-2-propenamide (1.0 g) in pyridine (5 ml) and acetic anhydride (10 ml) was stirred at room temperature for 16 h. The reaction mixture was evaporated in vacuo, methanol (15 ml) was added and stirring was continued for 1 h. The mixture was evaporated in vacuo and the resulting gum partitioned between potassium carbonate solution (ca. 25% saturated) (30 ml) and chloroform (4×25 ml). The combined organic layers ... Starting materials: CCCCN, C#CCO, CCOC(C)=O, [Cu]I, CC(C)(C)C=CI, C1CCOC1, O, Cl[Pd]Cl, c1ccc(P(c2ccccc2)c2ccccc2)cc1. The product is CC(C)(C)C=CC#CCO. Reaction SMILES: [CH2:27]([NH2:28])[CH2:29][CH2:30][CH3:31].[CH2:32]([C:33]#[CH:34])[OH:35].[CH3:46][CH2:47][O:48][C:49](=[O:50])[CH3:51].[Cu:41][I:42].[I:1][CH:2]=[CH:3][C:4]([CH3:5])([CH3:6])[CH3:7].[O:36]1[CH2:37][CH2:38][CH2:39][CH2:40]1.[OH2:52].[Pd:43]([Cl:44])[Cl:45].[c:8]1([P:9]([c:10]2[cH:11][cH:12][cH:13][cH:14][cH:15]2)[c:16]2[cH:17][cH:18][cH:19][cH:20][cH:21]2)[cH:22][cH:23][cH:24][cH:25][cH:26]1>>[CH:2](=[CH:3][C:4]([CH3:5])([CH3:6])[CH3:7])[C:34]#[C:33][CH2:32][OH:35]. Reactants: BrCC=1C=C(C=CC1\C=C\C1=C(C(=CC(=C1)C=1C(NC(=CC1)OC)=O)C(C)(C)C)OC)NS(=O)(=O)C (N-(3-bromomethyl-4-{(E)-2-[3-tert-butyl-2-methoxy-5-(6-methoxy-2-oxo-1,2-dihydro-pyridin-3-yl)-phenyl]-vinyl}-phenyl)-methanesulfonamide), C[O-].[Na+] (sodium methoxide). Solvent: CO (MeOH). The product is C(C)(C)(C)C=1C(=C(C=C(C1)C=1C(NC(=CC1)OC)=O)/C=C/C1=C(C=C(C=C1)NS(=O)(=O)C)COC)OC (N-(4-{(E)-2-[3-tert-Butyl-2-methoxy-5-(6-methoxy-2-oxo-1,2-dihydro-pyridin-3-yl)-phenyl]-vinyl}-3-methoxymethyl-phenyl)-methanesulfonamide). RXN SMILES: Br[CH2:2][C:3]1[CH:4]=[C:5]([NH:32][S:33]([CH3:36])(=[O:35])=[O:34])[CH:6]=[CH:7][C:8]=1/[CH:9]=[CH:10]/[C:11]1[CH:16]=[C:15]([C:17]2[C:18](=[O:25])[NH:19][C:20]([O:23][CH3:24])=[CH:21][CH:22]=2)[CH:14]=[C:13]([C:26]([CH3:29])([CH3:28])[CH3:27])[C:12]=1[O:30][CH3:31].[CH3:37][O-:38].[Na+]>CO>[C:26]([C:13]1[C:12]([O:30][CH3:31])=[C:11](/[CH:10]=[CH:9]/[C:8]2[CH:7]=[CH:6][C:5]([NH:32][S:33]([CH3:36])(=[O:34])=[O:35])=[CH:4][C:3]=2[CH2:2][O:38][CH3:37])[CH:16]=[C:15]([C:17]2[C:18](=[O:25])[NH:19][C:20]([O:23][CH3:24])=[CH:21][CH:22]=2)[CH:14]=1)([CH3:28])([CH3:29])[CH3:27] |f:1.2|. Reported procedure: step 3—A solution of 324 (93 mg, 0.162 mmol) in MeOH (10 mL) and sodium methoxide (10 mL, 5 mmol, 0.5 M methanol solution) was stirred at RT overnight. The reaction mixture was concentrated, diluted with EtOAc and acidified with 6N HCl (1 mL). The organic extract was dried (Na2SO4), filtered and concentrated. The crude product was purified on a preparative TLC plate developed with 2:1 EtOAc/hexane to afford 26 mg (31%) of I-209 as an off-white solid. Reactants: ClC1=CC=C(C=C1)C=1N(C(NN1)=O)C[C@@H](C(F)(F)F)O (5-(4-Chlorophenyl)-4-[(2S)-3,3,3-trifluoro-2-hydroxypropyl]-2,4-dihydro-3H-1,2,4-triazol-3-one), BrC1=CC(=CC(=C1)F)CBr (1-bromo-3-(bromomethyl)-5-fluorobenzene). Yields the product BrC=1C=C(CN2N=C(N(C2=O)C[C@@H](C(F)(F)F)O)C2=CC=C(C=C2)Cl)C=C(C1)F (2-(3-Bromo-5-fluorobenzyl)-5-(4-chlorophenyl)-4-[(2S)-3,3,3-trifluoro-2-hydroxypropyl]-2,4-dihydro-3H-1,2,4-triazol-3-one). RXN SMILES: [Cl:1][C:2]1[CH:7]=[CH:6][C:5]([C:8]2[N:9]([CH2:14][C@H:15]([OH:20])[C:16]([F:19])([F:18])[F:17])[C:10](=[O:13])[NH:11][N:12]=2)=[CH:4][CH:3]=1.[Br:21][C:22]1[CH:27]=[C:26]([F:28])[CH:25]=[C:24]([CH2:29]Br)[CH:23]=1>>[Br:21][C:22]1[CH:23]=[C:24]([CH:25]=[C:26]([F:28])[CH:27]=1)[CH2:29][N:11]1[C:10](=[O:13])[N:9]([CH2:14][C@H:15]([OH:20])[C:16]([F:18])([F:19])[F:17])[C:8]([C:5]2[CH:6]=[CH:7][C:2]([Cl:1])=[CH:3][CH:4]=2)=[N:12]1. Reported procedure: 219 mg (0.71 mmol) of the compound from Example 5A and 191 mg (0.71 mmol) of 1-bromo-3-(bromomethyl)-5-fluorobenzene were reacted analogously to the preparation of Example 101A. This gave 181 mg (51% of theory) of the target compound. Starting materials: BrC1=CC=C(C=C1)[C@H](C)NC(OC(C)(C)C)=O (tert-Butyl [(1S)-1-(4-bromophenyl)ethyl]carbamate), CN(C=O)C (N,N-dimethylforamide). The reagents and catalysts are C=1C=CC(=CC1)[P](C=2C=CC=CC2)(C=3C=CC=CC3)[Pd]([P](C=4C=CC=CC4)(C=5C=CC=CC5)C=6C=CC=CC6)([P](C=7C=CC=CC7)(C=8C=CC=CC8)C=9C=CC=CC9)[P](C=1C=CC=CC1)(C=1C=CC=CC1)C=1C=CC=CC1 (tetrakis(triphenylphosphine)palladium), [C-]#N.[Zn+2].[C-]#N (zinc cyanide). Run in CCOCC (ether). Reaction conditions: temperature 80 celsius, time 16 hour. Product: C(#N)C1=CC=C(C=C1)[C@H](C)NC(OC(C)(C)C)=O (tert-Butyl [(1S)-1-(4-cyanophenyl)ethyl]carbamate). Yield: 90.0%. Reaction SMILES: Br[C:2]1[CH:7]=[CH:6][C:5]([C@@H:8]([NH:10][C:11](=[O:17])[O:12][C:13]([CH3:16])([CH3:15])[CH3:14])[CH3:9])=[CH:4][CH:3]=1.[CH3:18][N:19](C)C=O>CCOCC.C1C=CC([P]([Pd]([P](C2C=CC=CC=2)(C2C=CC=CC=2)C2C=CC=CC=2)([P](C2C=CC=CC=2)(C2C=CC=CC=2)C2C=CC=CC=2)[P](C2C=CC=CC=2)(C2C=CC=CC=2)C2C=CC=CC=2)(C2C=CC=CC=2)C2C=CC=CC=2)=CC=1.[C-]#N.[Zn+2].[C-]#N>[C:18]([C:2]1[CH:7]=[CH:6][C:5]([C@@H:8]([NH:10][C:11](=[O:17])[O:12][C:13]([CH3:16])([CH3:15])[CH3:14])[CH3:9])=[CH:4][CH:3]=1)#[N:19] |f:4.5.6,^1:31,33,52,71|. Reported procedure: A mixture of tert-butyl [(1S)-1-(4-bromophenyl)ethyl]carbamate (step 1 of Example 5, 1.50 g, 5.00 mmol), tetrakis(triphenylphosphine)palladium (0) (0.58 g, 0.50 mmol), zinc cyanide (0.59 g, 5.00 mmol) and N,N-dimethylforamide (30 mL) was stirred at 80° C. for 16 h under nitrogen atmosphere. After cooling to room temperature, the mixture was diluted with ether (200 mL) and washed with water (100 mL×3). The organic layer was dried over magnesium sulfate and evaporated. The residue was purified by ...